From a dataset of the Open Reaction Database (ORD), a public repository of structured organic reaction records. describe an organic reaction: reactants, conditions, products, and yield Reactants: C(C)(C)(C)OC(=O)NCC(=O)O (N-(t-butoxycarbonyl)-glycine), C1(CCCCC1)N=C=NC1CCCCC1 (dicyclohexylcarbodiimide). Solvent: C(C)#N (acetonitrile). Conditions: time 3 hour. Yields the product C(=O)(NC1CCCCC1)NC1CCCCC1 (dicyclohexylurea). As a reaction SMILES: C([O:5]C(NCC(O)=O)=O)(C)(C)C.[CH:13]1([N:19]=[C:20]=[N:21][CH:22]2[CH2:27][CH2:26][CH2:25][CH2:24][CH2:23]2)[CH2:18][CH2:17][CH2:16][CH2:15][CH2:14]1>C(#N)C>[C:20]([NH:19][CH:13]1[CH2:14][CH2:15][CH2:16][CH2:17][CH2:18]1)([NH:21][CH:22]1[CH2:27][CH2:26][CH2:25][CH2:24][CH2:23]1)=[O:5]. Reported procedure: To a solution of 9.45 g of N-(t-butoxycarbonyl)-glycine in 60 ml of acetonitrile was added 6.13 g of dicyclohexylcarbodiimide with stirring under ice-cooling. After three hours, dicyclohexylurea produced was filtered off, and the filtrate was concentrated. The oily residue was dissolved in 15 ml of anhydrous pyridine, and to the solution was added 5.00 g of 3'-O-(4-chlorobenzyl)-2'-deoxy-5-fluorouridine. The mixture was left to stand for three hours at room temperature and for 30 minutes at a te...